This data is from the Open Reaction Database (ORD), a public repository of structured organic reaction records. The task is: describe an organic reaction: reactants, conditions, products, and yield The reactants are ClC1=C(C=C(C=C1)[C@H]1[C@@H](CN(CCO1)C(=O)OC(C)(C)C)CNC(COC(C)C)=O)F (tert-butyl (6R,7R)-7-(4-chloro-3-fluorophenyl)-6-({[(1-methylethoxy)acetyl]amino}methyl)-1,4-oxazepane-4-carboxylate), C(C)(=O)OCC.Cl (hydrogen chloride-ethyl acetate). Reaction conditions: time 1 hour. The product is Cl.ClC1=C(C=C(C=C1)[C@H]1[C@@H](CNCCO1)CNC(COC(C)C)=O)F (N-{[(6S,7R)-7-(4-chloro-3-fluorophenyl)-1,4-oxazepan-6-yl]methyl}-2-(1-methylethoxy)acetamide monohydrochloride). The yield is 92.8%. RXN SMILES: [Cl:1][C:2]1[CH:7]=[CH:6][C:5]([C@@H:8]2[O:14][CH2:13][CH2:12][N:11](C(OC(C)(C)C)=O)[CH2:10][C@H:9]2[CH2:22][NH:23][C:24](=[O:30])[CH2:25][O:26][CH:27]([CH3:29])[CH3:28])=[CH:4][C:3]=1[F:31].C(OCC)(=O)C.Cl>>[ClH:1].[Cl:1][C:2]1[CH:7]=[CH:6][C:5]([C@@H:8]2[O:14][CH2:13][CH2:12][NH:11][CH2:10][C@H:9]2[CH2:22][NH:23][C:24](=[O:30])[CH2:25][O:26][CH:27]([CH3:28])[CH3:29])=[CH:4][C:3]=1[F:31] |f:1.2,3.4|. Procedure details: To tert-butyl (6R,7R)-7-(4-chloro-3-fluorophenyl)-6-({[(1-methylethoxy)acetyl]amino}methyl)-1,4-oxazepane-4-carboxylate (384 mg) was added 4.0 M hydrogen chloride-ethyl acetate solution (6.28 ml), and the mixture was stirred at room temperature for 1 hr. The residue obtained by concentration under reduced pressure was crystallized from ethanol-hexane solvent to give the title compound (153.4 mg). Run in C1CCOC1 (THF), CCCCCC (hexane), C1CCOC1 (THF), CCOCC (Et2O). RXN SMILES: C(NC(C)C)(C)C.C([Li])CCC.[Li+].CC([N-]C(C)C)C.[CH2:21]([N:23]([CH2:34][CH3:35])[C:24](=[O:33])[C:25]1[CH:30]=[C:29]([F:31])[CH:28]=[CH:27][C:26]=1[CH3:32])[CH3:22].[CH2:36]([O:43][C:44]1[CH:55]=[CH:54][C:47]([C:48](N(OC)C)=[O:49])=[CH:46][CH:45]=1)[C:37]1[CH:42]=[CH:41][CH:40]=[CH:39][CH:38]=1.C(N)(=O)C1C=CC=CC=1>C1COCC1.CCCCCC.CCOCC>[CH2:36]([O:43][C:44]1[CH:45]=[CH:46][C:47]([C:48](=[O:49])[CH2:32][C:26]2[CH:27]=[CH:28][C:29]([F:31])=[CH:30][C:25]=2[C:24]([N:23]([CH2:21][CH3:22])[CH2:34][CH3:35])=[O:33])=[CH:54][CH:55]=1)[C:37]1[CH:38]=[CH:39][CH:40]=[CH:41][CH:42]=1 |f:2.3|. Reported procedure: To a solution of diisopropylamine (3.8 mL, 27 mmol) in THF (85 mL) in a −10° C. bath was added a solution of butyllithium (17.0 mL of a 1.4 M solution in hexane, 23.8 mmol). After stirring at −10° C. for 10 minutes, the cooling bath was further cooled to −78° C. The resulting solution of LDA was then treated with a mixture of N,N-diethyl-5-fluoro-2-methyl-benzamide (3.48 g, 16.6 mmol) and 4-benzyloxy-N-methoxy-N-methylbenzamide (4.51 g, 16.6 mmol) as a solution in THF (25 mL) by cannula addition... Conditions: temperature -10 celsius, time 10 minute. Product: C(C1=CC=CC=C1)OC1=CC=C(C=C1)C(CC1=C(C(=O)N(CC)CC)C=C(C=C1)F)=O (2-[2-(4-benzyloxyphenyl)-2-oxo-ethyl]-N,N-diethyl-5-fluoro-benzamide). Yield: 68.1%. Starting materials: C(C)(C)NC(C)C (diisopropylamine), C(CCC)[Li] (butyllithium), solution, [Li+].CC(C)[N-]C(C)C (LDA), C(C)N(C(C1=C(C=CC(=C1)F)C)=O)CC (N,N-diethyl-5-fluoro-2-methyl-benzamide), C(C1=CC=CC=C1)OC1=CC=C(C(=O)N(C)OC)C=C1 (4-benzyloxy-N-methoxy-N-methylbenzamide), C(C1=CC=CC=C1)(=O)N (benzamide). Reactants: 183.0, CC1=CC(=C(C(N1)=O)C#N)COC (6-Methyl-4-[(methyloxy)methyl]-2-oxo-1,2-dihydro-3-pyridine carbonitrile). Reagents/catalysts: [Ni] (Ni). The solvent is C(C)(=O)O (acetic acid). Product: NCC=1C(NC(=CC1COC)C)=O (3-(aminomethyl)-6-methyl-4-[(methyloxy)methyl]-2(1H)-pyridinone), solid. Yield: 70.2%. Reaction SMILES: [CH3:1][C:2]1[NH:7][C:6](=[O:8])[C:5]([C:9]#[N:10])=[C:4]([CH2:11][O:12][CH3:13])[CH:3]=1>C(O)(=O)C.[Ni]>[NH2:10][CH2:9][C:5]1[C:6](=[O:8])[NH:7][C:2]([CH3:1])=[CH:3][C:4]=1[CH2:11][O:12][CH3:13]. Procedure: 6-Methyl-4-[(methyloxy)methyl]-2-oxo-1,2-dihydro-3-pyridine carbonitrile (1.000 g, 5.61 mmol) was suspended in acetic acid (150 ml) and the solution passed through an H-cube instrument equipped with Raney-Ni cartridge at a rate of 1 mL/min at 50 psi and 60° C. After 18 h. the acetic acid was removed under reduced pressure and the remaining residue was dissolved in MeOH. The methanolic solution was passed through a 0.2 μm teflon syringe filter. The methanolic filtrate was purified by reverse phas... RXN SMILES: [Br-:36].[CH2:40]1[O:41][CH2:42][CH2:43][CH2:44]1.[CH3:1][O:2][N:3]([C:4]([c:5]1[cH:6][c:7]([NH:17][C:18]([C:19]([F:20])([F:21])[F:22])=[O:23])[cH:8][c:9]([S:11]([F:12])([F:13])([F:14])([F:15])[F:16])[cH:10]1)=[O:24])[CH3:25].[CH3:26][SiH:27]([CH3:28])[N:29]([CH3:30])[Si:31]([CH3:32])([CH3:33])[CH3:34].[CH3:37][Mg+:38].[CH3:45][CH2:46][O:47][C:48](=[O:49])[CH3:50].[ClH:39].[Li:35].[OH2:51]>>[C:4]([c:5]1[cH:6][c:7]([NH:17][C:18]([C:19]([F:20])([F:21])[F:22])=[O:23])[cH:8][c:9]([S:11]([F:12])([F:13])([F:14])([F:15])[F:16])[cH:10]1)(=[O:24])[CH3:26]. Starting materials: [Br-], C1CCOC1, CON(C)C(=O)c1cc(NC(=O)C(F)(F)F)cc(S(F)(F)(F)(F)F)c1, CN([SiH](C)C)[Si](C)(C)C, C[Mg+], CCOC(C)=O, Cl, [Li], O. The product is CC(=O)c1cc(NC(=O)C(F)(F)F)cc(S(F)(F)(F)(F)F)c1. Reactants: C[O-].[Na+] (Sodium methoxide), Cl.N1=CC=C(C=C1)CCl (4-picolylchloride hydrochloride), SC(C(=O)O)C1=CC=CC=C1 (alpha-mercaptophenylacetic acid), C[O-] (methoxide). The solvent is C(C)O (ethanol), C(C)O (ethanol), C(C)O (ethanol). Reaction conditions: time 5 minute. The product is C1(=CC=CC=C1)C(C(=O)[O-])SCC1=CC=NC=C1.[Na+] (sodium phenyl(4-picolylthio)acetate). Yield: 99.9%. RXN SMILES: C[O-].[Na+:3].[SH:4][CH:5]([C:9]1[CH:14]=[CH:13][CH:12]=[CH:11][CH:10]=1)[C:6]([OH:8])=[O:7].C[O-].Cl.[N:18]1[CH:23]=[CH:22][C:21]([CH2:24]Cl)=[CH:20][CH:19]=1>C(O)C>[C:9]1([CH:5]([S:4][CH2:24][C:21]2[CH:22]=[CH:23][N:18]=[CH:19][CH:20]=2)[C:6]([O-:8])=[O:7])[CH:14]=[CH:13][CH:12]=[CH:11][CH:10]=1.[Na+:3] |f:0.1,4.5,7.8|. Procedure details: Sodium methoxide (6.8 g., 0.124 mole) was dissolved in 150 ml. of ethanol and cooled to 0° C. A solution of alpha-mercaptophenylacetic acid (7.0 g., 0.042 moles) in 50 ml. of ethanol was added over a period of 5 minutes to the cold methoxide solution. After 5 minutes, a slurry of 4-picolylchloride hydrochloride (6.83 g., 0.042 moles) slurried in 50 ml. of ethanol was then added over 5 minutes. The reaction was removed from the ice bath and left to stir for approximately 60 hours. The reaction mi... Conditions: temperature 50 celsius, time 2.5 hour. The yield is 96.9%. RXN SMILES: [F:1][C:2]1[CH:3]=[C:4]([CH:9]=[CH:10][C:11]=1[N+:12]([O-])=O)[C:5]([O:7][CH3:8])=[O:6].C(Cl)Cl.O>C(O)(=O)C.[Fe]>[NH2:12][C:11]1[CH:10]=[CH:9][C:4]([C:5]([O:7][CH3:8])=[O:6])=[CH:3][C:2]=1[F:1]. Starting materials: C(Cl)Cl (CH2Cl2), O (water), FC=1C=C(C(=O)OC)C=CC1[N+](=O)[O-] (methyl 3-fluoro-4-nitrobenzoate). The solvent is C(C)(=O)O (acetic acid). The product is NC1=C(C=C(C(=O)OC)C=C1)F (Methyl 4-amino-3-fluorobenzoate). Reported procedure: A mixture of methyl 3-fluoro-4-nitrobenzoate(2.14 g, 10.8 mmol) and iron powder(2.63 g) in acetic acid(22 ml) was stirred at 50° C. for 2.5 h. After cooling down to room temperature, CH2Cl2(100 ml) and water(300 ml) was added to the mixture and filtered to remove iron powder. The organic layer was separated and the aqueous layer was extracted with CH2Cl2(70 mlx2). The CH2Cl2 solution was combined, washed with water, brine, dried(Na2SO4), and concentrated to give 1.77 g(97%) of pale brown solid. Reagents/catalysts: [Fe] (iron). Reactants: ClC=1C=C(C(=C(C1)CC#N)[N+](=O)[O-])OC ((5-chloro-3-methoxy-2-nitrophenyl)acetonitrile). RXN SMILES: [Cl:1][C:2]1[CH:3]=[C:4]([O:14][CH3:15])[C:5]([N+:11]([O-])=O)=[C:6]([CH2:8][C:9]#[N:10])[CH:7]=1>C1COCC1.[Zn]>[NH2:11][C:5]1[C:4]([O:14][CH3:15])=[CH:3][C:2]([Cl:1])=[CH:7][C:6]=1[CH2:8][C:9]#[N:10]. Yield: 96.5%. The product is NC1=C(C=C(C=C1OC)Cl)CC#N ((2-amino-5-chloro-3-methoxyphenyl)acetonitrile). The solvent is mixture, C1CCOC1 (THF). Reported procedure: In accordance with Example No. 3, 22.7 g of (5-chloro-3-methoxy-2-nitrophenyl)acetonitrile dissolved in a 100 ml/70 ml mixture of THF/37% HCl were reduced with 26 g of zinc powder. 19 g of (2-amino-5-chloro-3-methoxyphenyl)acetonitrile were obtained (yield=97%). Reagents/catalysts: [Zn] (zinc). Reactants: C(=O)(O)[O-].[Na+] (NaHCO3), C(C1=CC=CC=C1)N1CCN(CC1)CCC1(CCCC1)C(=O)O (1-[2-(4-benzyl-1-piperazinyl)ethyl]cyclopentanecarboxylic acid), NH4HCO3, C(C)OC1N(C2=CC=CC=C2C=C1)C(=O)OCC (2-ethoxy-N-ethoxycarbonyl-1,2-dihydroquinoline). Run in C(Cl)(Cl)Cl (chloroform). Reaction conditions: time 2 day. Product: C(C1=CC=CC=C1)N1CCN(CC1)CCC1(CCCC1)C(=O)N (1-[2-(4-Benzyl-1-piperazinyl)ethyl]cyclopentanecarboxamide). Reaction SMILES: [CH2:1]([N:8]1[CH2:13][CH2:12][N:11]([CH2:14][CH2:15][C:16]2([C:21](O)=[O:22])[CH2:20][CH2:19][CH2:18][CH2:17]2)[CH2:10][CH2:9]1)[C:2]1[CH:7]=[CH:6][CH:5]=[CH:4][CH:3]=1.C(OC1C=CC2C(=CC=CC=2)[N:28]1C(OCC)=O)C.C([O-])(O)=O.[Na+]>C(Cl)(Cl)Cl>[CH2:1]([N:8]1[CH2:13][CH2:12][N:11]([CH2:14][CH2:15][C:16]2([C:21]([NH2:28])=[O:22])[CH2:17][CH2:18][CH2:19][CH2:20]2)[CH2:10][CH2:9]1)[C:2]1[CH:3]=[CH:4][CH:5]=[CH:6][CH:7]=1 |f:2.3|. Reported procedure: A mixture of 1-[2-(4-benzyl-1-piperazinyl)ethyl]cyclopentanecarboxylic acid (300 mg, 0.948 mmol), NH4HCO3 and 2-ethoxy-N-ethoxycarbonyl-1,2-dihydroquinoline (469 mg, 3.49 mmol) in chloroform (5.0 ml) was stirred for 2 d. To the mixture was added sat NaHCO3 (3 ml) and the mixture was extracted with dichloromethane After the solvent was removed in vacuo, the residue was extracted with dichloromethane (30 ml). The extract was washed with brine, dried over Na2SO4, filtered and concentrated in vacuo ...